From a dataset of the Open Reaction Database (ORD), a public repository of structured organic reaction records. describe an organic reaction: reactants, conditions, products, and yield Reactants: Cl (hydrochloric acid), COC1=C(SC=C1)C1=NSC2=C1C=C(C=C2)N2C(N(C(=CC2=O)C(F)(F)F)C)=O (3-[3-(3-methoxy-2-thienyl)-1,2-benzisothiazol-5-yl]-1-methyl-6-(trifluoromethyl)uracil), resultant mixture, B(Cl)(Cl)Cl (boron trichloride). Run in C(Cl)Cl (methylene chloride). Conditions: time 8 hour. Yields the product OC1=C(SC=C1)C1=NSC2=C1C=C(C=C2)N2C(N(C(=CC2=O)C(F)(F)F)C)=O (3-[3-(3-Hydroxy-2-thienyl)-1,2-benzisothiazol-5-yl]-1-methyl-6-(trifluoromethyl)uracil). Isolated yield 72.2%. RXN SMILES: C[O:2][C:3]1[CH:7]=[CH:6][S:5][C:4]=1[C:8]1[C:12]2[CH:13]=[C:14]([N:17]3[C:22](=[O:23])[CH:21]=[C:20]([C:24]([F:27])([F:26])[F:25])[N:19]([CH3:28])[C:18]3=[O:29])[CH:15]=[CH:16][C:11]=2[S:10][N:9]=1.B(Cl)(Cl)Cl.Cl>C(Cl)Cl>[OH:2][C:3]1[CH:7]=[CH:6][S:5][C:4]=1[C:8]1[C:12]2[CH:13]=[C:14]([N:17]3[C:22](=[O:23])[CH:21]=[C:20]([C:24]([F:27])([F:26])[F:25])[N:19]([CH3:28])[C:18]3=[O:29])[CH:15]=[CH:16][C:11]=2[S:10][N:9]=1. Procedure: To a mixture of 3-[3-(3-methoxy-2-thienyl)-1,2-benzisothiazol-5-yl]-1-methyl-6-(trifluoromethyl)uracil(0.500 g, 1.14 mmol) and methylene chloride at −5° C. is added boron trichloride (1M in methylene chloride, 2.30 ml, 2.3 mmol) via syringe. The resultant mixture is stirred two hours at −5° C., warmed to room temperature, stirred overnight and poured into cold 10% hydrochloric acid. The mixture is extracted with methylene chloride. The organic layer is washed with water and brine, dried over anh... Reactants: C(=O)OCCN1C(C(=NC2=CC=CC=C12)C(=O)O)=O (4(2-Formyloxyethyl)-3,4-dihydro-3-oxo-2-quinoxalinecarboxylic acid), N,N'-carbonyldiimidazole, NC1=NN=NN1 (5-Amino-1H-tetrazole). Run in O1CCCC1 (tetrahydrofuran), CN(C=O)C (dimethylformamide). The product is C(=O)OCCN1C(C(=NC2=CC=CC=C12)C(=O)NC1=NN=NN1)=O (4(2-Formyloxyethyl)-3,4-dihydro-3-oxo-N(1H-tetrazol-5-yl)-2-quinoxalinecarboxamide). As a reaction SMILES: [CH:1]([O:3][CH2:4][CH2:5][N:6]1[C:15]2[C:10](=[CH:11][CH:12]=[CH:13][CH:14]=2)[N:9]=[C:8]([C:16]([OH:18])=O)[C:7]1=[O:19])=[O:2].[NH2:20][C:21]1[NH:25][N:24]=[N:23][N:22]=1>O1CCCC1.CN(C)C=O>[CH:1]([O:3][CH2:4][CH2:5][N:6]1[C:15]2[C:10](=[CH:11][CH:12]=[CH:13][CH:14]=2)[N:9]=[C:8]([C:16]([NH:20][C:21]2[NH:25][N:24]=[N:23][N:22]=2)=[O:18])[C:7]1=[O:19])=[O:2]. Procedure: 4(2-Formyloxyethyl)-3,4-dihydro-3-oxo-2-quinoxalinecarboxylic acid (1 g) and N,N'-carbonyldiimidazole (0.6 g) in dry tetrahydrofuran (100 ml) were heated under reflux for 15 minutes. 5-Amino-1H-tetrazole (0.5 g) in dimethylformamide (5 ml) was added and the mixture was heated under reflux for 1 hour. The solid was collected and treated with aqueous hydrochloric acid (25 ml., 2N). It was filtered off, dried and crystallised from aqueous dimethylformamide. It had m.p. 240°-241° (d). The reactants are C(C1=CC=CC=C1)Cl (Benzyl chloride), C1(=CC=CC=C1)C1C2=C(CNC1)C=CS2 (7-phenyl-4,5,6,7-tetrahydro-thieno[3,2-c]pyridine), C(\C=C\C(=O)[O-])(=O)[O-] (Fumarate). Yields the product C(C1=CC=CC=C1)N1CC2=C(C(C1)C1=CC=CC=C1)SC=C2 (5-Benzyl-7-phenyl-4,5,6,7-tetrahydro-thieno[3,2-c]pyridine). Yield: 34.0%. Reaction SMILES: [CH2:1](Cl)[C:2]1[CH:7]=[CH:6][CH:5]=[CH:4][CH:3]=1.[C:9]1([CH:15]2[CH2:20][NH:19][CH2:18][C:17]3[CH:21]=[CH:22][S:23][C:16]2=3)[CH:14]=[CH:13][CH:12]=[CH:11][CH:10]=1.C([O-])(=O)/C=C/C([O-])=O>>[CH2:1]([N:19]1[CH2:20][CH:15]([C:9]2[CH:14]=[CH:13][CH:12]=[CH:11][CH:10]=2)[C:16]2[S:23][CH:22]=[CH:21][C:17]=2[CH2:18]1)[C:2]1[CH:7]=[CH:6][CH:5]=[CH:4][CH:3]=1. Procedure: Benzyl chloride is condensed with 7-phenyl-4,5,6,7-tetrahydro-thieno[3,2-c]pyridine (Example 4), according to the procedure of Example 8. Fumarate: M.p. = 200° C; yield: 34%.